Dataset: the Open Reaction Database (ORD), a public repository of structured organic reaction records. Task: describe an organic reaction: reactants, conditions, products, and yield Reactants: N(=NC(=O)OCC)C(=O)OCC (diethyl azodicarboxylate), COC[C@@H](C)O ((R)-(−)-1-methoxy-2-propanol), C1(=CC=CC=C1)P(C1=CC=CC=C1)C1=CC=CC=C1 (triphenylphosphine), BrC=1C=C(C=C(C1)OC1=CC=C(C=C1)S(=O)(=O)C)O (3-Bromo-5-[4-(methylsulfonyl)phenoxy]phenol). Solvent: C(C)(=O)OCC (ethyl acetate), O (Water), C1(=CC=CC=C1)C (toluene). Reaction conditions: temperature 0 celsius, time 30 minute. Product: BrC1=CC(=CC(=C1)OC1=CC=C(C=C1)S(=O)(=O)C)O[C@H](COC)C (1-Bromo-3-[(1S)-2-methoxy-1-methylethoxy]-5-[4-(methylsulfonyl)phenoxy]benzene). The yield is 85.8%. RXN SMILES: [Br:1][C:2]1[CH:3]=[C:4]([OH:19])[CH:5]=[C:6]([O:8][C:9]2[CH:14]=[CH:13][C:12]([S:15]([CH3:18])(=[O:17])=[O:16])=[CH:11][CH:10]=2)[CH:7]=1.[CH3:20][O:21][CH2:22][C@H:23](O)[CH3:24].C1(P(C2C=CC=CC=2)C2C=CC=CC=2)C=CC=CC=1.N(C(OCC)=O)=NC(OCC)=O>C1(C)C=CC=CC=1.C(OCC)(=O)C.O>[Br:1][C:2]1[CH:7]=[C:6]([O:8][C:9]2[CH:10]=[CH:11][C:12]([S:15]([CH3:18])(=[O:16])=[O:17])=[CH:13][CH:14]=2)[CH:5]=[C:4]([O:19][C@@H:23]([CH3:24])[CH2:22][O:21][CH3:20])[CH:3]=1. Procedure details: 3-Bromo-5-[4-(methylsulfonyl)phenoxy]phenol (4.86 g, 14.2 mmol) synthesized in Example (1c) was dissolved in toluene (100 mL), and (R)-(−)-1-methoxy-2-propanol (1.77 mL, 18.1 mmol) and triphenylphosphine (4.10 g, 15.6 mmol) were added, followed by cooling to 0° C. Under nitrogen atmosphere, diethyl azodicarboxylate (40% toluene solution, 7.75 mL, 17.1 mmol) was added dropwise over 10 minutes and stirring was carried out at 0° C. for 30 minutes, followed by raising the temperature naturally and s... Starting materials: C1CCC2=NCCCN2CC1, CC(C)CCNC(=O)c1ccc(N2CCNCC2)nn1, CCOC(C)=O, FC(F)(F)c1ccccc1CCl. Yields the product CC(C)CCNC(=O)c1ccc(N2CCN(Cc3ccccc3C(F)(F)F)CC2)nn1. As a reaction SMILES: [CH2:33]1[CH2:34][CH2:35][C:36]2=[N:41][CH2:40][CH2:39][CH2:38][N:37]2[CH2:42][CH2:43]1.[CH3:1][CH:2]([CH2:3][CH2:4][NH:5][C:6](=[O:7])[c:8]1[n:9][n:10][c:11]([N:14]2[CH2:15][CH2:16][NH:17][CH2:18][CH2:19]2)[cH:12][cH:13]1)[CH3:20].[CH3:44][CH2:45][O:46][C:47]([CH3:48])=[O:49].[F:21][C:22]([c:23]1[c:24]([CH2:25][Cl:26])[cH:27][cH:28][cH:29][cH:30]1)([F:31])[F:32]>>[CH3:1][CH:2]([CH2:3][CH2:4][NH:5][C:6](=[O:7])[c:8]1[n:9][n:10][c:11]([N:14]2[CH2:15][CH2:16][N:17]([CH2:25][c:24]3[c:23]([C:22]([F:21])([F:31])[F:32])[cH:30][cH:29][cH:28][cH:27]3)[CH2:18][CH2:19]2)[cH:12][cH:13]1)[CH3:20].